describe an organic reaction: reactants, conditions, products, and yield From a dataset of the Open Reaction Database (ORD), a public repository of structured organic reaction records. The reactants are C(C)OC=1C=C(C=CC1)N1C(=NC(=C1)C(=O)O)C1=CC=C(C=C1)F (1-(3-Ethoxyphenyl)-2-(4-fluorophenyl)-1H-imidazole-4-carboxylic acid), Cl (Hydrochloric acid), C(C)OC=1C=C(C=CC1)N1C(=NC(=C1)C(=O)OCC)C1=CC=C(C=C1)F (ethyl 1-(3-ethoxyphenyl)-2-(4-fluorophenyl)-1H-imidazole-4-carboxylate), [OH-].[Na+] (NaOH). The solvent is O1CCCC1 (tetrahydrofuran), O (water), CO (methanol). Run at time 8 hour. Yields the product C(C)OC=1C=C(C=CC1)NC(=N)C1=CC=C(C=C1)F (N-(3-Ethoxyphenyl)-4-fluorobenzenecarboximidamide). As a reaction SMILES: [CH2:1]([O:3][C:4]1[CH:5]=[C:6]([N:10]2C=C(C(O)=O)[N:12]=[C:11]2[C:18]2[CH:23]=[CH:22][C:21]([F:24])=[CH:20][CH:19]=2)[CH:7]=[CH:8][CH:9]=1)[CH3:2].C(OC1C=C(N2C=C(C(OCC)=O)N=C2C2C=CC(F)=CC=2)C=CC=1)C.[OH-].[Na+].Cl>O1CCCC1.O.CO>[CH2:1]([O:3][C:4]1[CH:5]=[C:6]([NH:10][C:11]([C:18]2[CH:19]=[CH:20][C:21]([F:24])=[CH:22][CH:23]=2)=[NH:12])[CH:7]=[CH:8][CH:9]=1)[CH3:2] |f:2.3|. Reported procedure: To a solution of 2.2 mL (4.4 mmol) of 2.0 M (in tetrahydrofuran) sodium bis(trimethylsilyl)amide in 5.0 mL of tetrahydrofuran at ambient temperature was added 0.52 mL (4.0 mmol) of 3-ethoxyaniline and the resulting solution was stirred for 20 min. To this reaction mixture was slowly added a solution of 0.48 g (4.0 mmol) of 4-fluorobenzonitrile in 2.0 mL of tetrahydrofuran. The resulting mixture was stirred at ambient temperature for 5 hrs and then poured into brine (25 mL) and dichloromethane (5... Isolated yield 79.0%. Procedure details: Methyl 3-((4-(6-chlorothieno[2,3-d]pyrimidin-4-ylamino)piperidin-1-yl)methyl)benzoate (127 mg, 0.3 mmol) was heated in a 25% MeOH—H2O solution at 90° C. for 3 h in the presence of LiOH—H2O (12.7 mg, 0.3 mmol). The solvent was removed under reduced pressure; the residue was dissolved in MeOH and filtered. The filtrate was evaporated to collect product in 79% yield (97 mg). 1H NMR (400 MHz, CD3OD) δ 8.27 (s, 1H), 7.92 (s, 1H), 7.85 (d, 1H), 7.50 (s, 1H), 7.42 (d, 1H), 7.33 (t, 1H), 4.11 (m, 1H), 3... Reactants: ClC1=CC2=C(N=CN=C2NC2CCN(CC2)CC=2C=C(C(=O)OC)C=CC2)S1 (Methyl 3-((4-(6-chlorothieno[2,3-d]pyrimidin-4-ylamino)piperidin-1-yl)methyl)benzoate), O[Li].O (LiOH—H2O). Yields the product ClC1=CC2=C(N=CN=C2NC2CCN(CC2)CC=2C=C(C(=O)O)C=CC2)S1 (3-((4-(6-Chlorothieno[2,3-d]pyrimidin-4-ylamino)piperidin-1-yl)methyl)benzoic acid). As a reaction SMILES: [Cl:1][C:2]1[S:28][C:5]2[N:6]=[CH:7][N:8]=[C:9]([NH:10][CH:11]3[CH2:16][CH2:15][N:14]([CH2:17][C:18]4[CH:19]=[C:20]([CH:25]=[CH:26][CH:27]=4)[C:21]([O:23]C)=[O:22])[CH2:13][CH2:12]3)[C:4]=2[CH:3]=1.O[Li].O>CO.O>[Cl:1][C:2]1[S:28][C:5]2[N:6]=[CH:7][N:8]=[C:9]([NH:10][CH:11]3[CH2:16][CH2:15][N:14]([CH2:17][C:18]4[CH:19]=[C:20]([CH:25]=[CH:26][CH:27]=4)[C:21]([OH:23])=[O:22])[CH2:13][CH2:12]3)[C:4]=2[CH:3]=1 |f:1.2,3.4|. Solvent: CO.O (MeOH—H2O). The reactants are COC(=O)C=Cc1ccc2ccccc2c1[N+](=O)[O-], CO, Cl, [Na+], [OH-], O. The product is O=C(O)C=Cc1ccc2ccccc2c1[N+](=O)[O-]. RXN SMILES: [CH3:1][O:2][C:3]([CH:4]=[CH:5][c:6]1[c:7]([N+:16](=[O:17])[O-:18])[c:8]2[cH:9][cH:10][cH:11][cH:12][c:13]2[cH:14][cH:15]1)=[O:19].[CH3:24][OH:25].[ClH:23].[Na+:21].[OH-:20].[OH2:22]>>[O:2]=[C:3]([CH:4]=[CH:5][c:6]1[c:7]([N+:16](=[O:17])[O-:18])[c:8]2[cH:9][cH:10][cH:11][cH:12][c:13]2[cH:14][cH:15]1)[OH:19]. Starting materials: BrC=1C=CC(=C(C(=O)O)C1)OCC1=CC=CC=C1 (5-bromo-2-[(phenylmethyl)oxy]benzoic acid), C1=CN(C=N1)C(=O)N2C=CN=C2 (CDI), N1=NC=C(C=C1)N (4-pyridazinamine). Run in C1CCOC1 (THF). Conditions: time 10 minute. The product is BrC=1C=CC(=C(C(=O)NC2=CN=NC=C2)C1)OCC1=CC=CC=C1 (5-Bromo-2-[(phenylmethyl)oxy]-N-4-pyridazinylbenzamide). RXN SMILES: [Br:1][C:2]1[CH:3]=[CH:4][C:5]([O:11][CH2:12][C:13]2[CH:18]=[CH:17][CH:16]=[CH:15][CH:14]=2)=[C:6]([CH:10]=1)[C:7]([OH:9])=O.C1N=CN(C(N2C=NC=C2)=O)C=1.[N:31]1[CH:36]=[CH:35][C:34]([NH2:37])=[CH:33][N:32]=1>C1COCC1>[Br:1][C:2]1[CH:3]=[CH:4][C:5]([O:11][CH2:12][C:13]2[CH:18]=[CH:17][CH:16]=[CH:15][CH:14]=2)=[C:6]([CH:10]=1)[C:7]([NH:37][C:34]1[CH:35]=[CH:36][N:31]=[N:32][CH:33]=1)=[O:9]. Procedure: Solid 5-bromo-2-[(phenylmethyl)oxy]benzoic acid (may be prepared as described in Description 5, method C; 200 mg, 0.651 mmol) was added to a stirred suspension of CDI (106 mg, 0.651 mmol) in THF (10 ml) under nitrogen at 20° C. The reaction mixture was stirred at room temperature for 10 min and 4-pyridazinamine (may be prepared as described in Description 11; 61.9 mg, 0.65 mmol) was added dropwise. After refluxing for 14 h, the reaction mixture was concentrated. Water was added to the residue an... Reactants: C=1(C(O)=CC=C(CC=C)C1)OC (eugenol), C1CCC2=NCCCN2CC1 (1,8-diazabicyclo[5.4.0]-7-undecene), C(OC)(OC)=O (dimethyl carbonate), C=1(C(O)=CC=C(CC=C)C1)OC (eugenol), COC=1C(=CC(=CC1)CC=C)OC (eugenol methyl ether). Run at temperature 150 celsius, time 2 hour. Product: COC=1C(=CC(=CC1)C=CC)OC (isoeugenol methyl ether). Yield: 7.7%. As a reaction SMILES: C1(OC)C(=CC=C(C=1)CC=C)O.C1CCN2C(=NCCC2)CC1.C(=O)(OC)OC.[CH3:30][O:31][C:32]1[C:33]([O:41][CH3:42])=[CH:34][C:35]([CH2:38][CH:39]=[CH2:40])=[CH:36][CH:37]=1>>[CH3:30][O:31][C:32]1[C:33]([O:41][CH3:42])=[CH:34][C:35]([CH:38]=[CH:39][CH3:40])=[CH:36][CH:37]=1. Reported procedure: 15 mol of eugenol was charged into a pressure reactor, along with 0.2 mol of 1,8-diazabicyclo[5.4.0]-7-undecene and 16 mol of dimethyl carbonate. The reactor was sealed and was heated to 150° C. After 2 hr, complete conversion of the eugenol was shown to have occurred. After the distillation, 13 mol of eugenol methyl ether and 1 mol of isoeugenol methyl ether were obtained, corresponding to a yield of 86%, based on the starting amount of eugenol. Starting materials: COC(=O)C(Cc1ccccc1)NC(=O)OCc1cc2cc(-c3ccccc3)ccc2o1, CO, Cl, [Li+], [OH-], O, O. Product: O=C(NC(Cc1ccccc1)C(=O)O)OCc1cc2cc(-c3ccccc3)ccc2o1. RXN SMILES: [CH3:1][O:2][C:3]([CH:4]([CH2:5][c:6]1[cH:7][cH:8][cH:9][cH:10][cH:11]1)[NH:12][C:13](=[O:14])[O:15][CH2:16][c:17]1[o:18][c:19]2[c:20]([cH:21]1)[cH:22][c:23](-[c:26]1[cH:27][cH:28][cH:29][cH:30][cH:31]1)[cH:24][cH:25]2)=[O:32].[CH3:37][OH:38].[ClH:36].[Li+:35].[OH-:34].[OH2:33].[OH2:39]>>[O:2]=[C:3]([CH:4]([CH2:5][c:6]1[cH:7][cH:8][cH:9][cH:10][cH:11]1)[NH:12][C:13](=[O:14])[O:15][CH2:16][c:17]1[o:18][c:19]2[c:20]([cH:21]1)[cH:22][c:23](-[c:26]1[cH:27][cH:28][cH:29][cH:30][cH:31]1)[cH:24][cH:25]2)[OH:32]. Reaction conditions: temperature -78 celsius, time 0.5 hour. RXN SMILES: C(NC(C)C)(C)C.[Li+].CCC[CH2-].[CH2:13]([O:15][C:16](=[O:24])[CH2:17][CH:18]1[CH2:23][CH2:22][CH2:21][CH2:20][CH2:19]1)[CH3:14].CN1C(=O)N(C)CCC1.Br[CH2:35][CH2:36][Cl:37]>C1COCC1>[CH2:13]([O:15][C:16](=[O:24])[CH:17]([CH:18]1[CH2:23][CH2:22][CH2:21][CH2:20][CH2:19]1)[CH2:35][CH2:36][Cl:37])[CH3:14] |f:1.2|. Run in C1CCOC1 (THF), C1CCOC1 (THF), C1CCOC1 (THF), C1CCOC1 (THF). Reported procedure: Diisopropylamine (2.71 ml, 1.1 eq.) was added to dry THF (10 ml) and cooled to -78° C. N-Butyllithium (11.01 ml of 1.6 Molar solution, 1.0 eq.) was added and the mixture stirred at -78° C. for 0.5 hour. To this mixture was then added dropwise a solution of ethyl-2-cyclohexylacetate (3.0 g, 1.0 eq.) in THF (20 ml) at -78° C. and stirred for 0.5 hour. DMPU (2.13 ml, 1.0 eq.) in THF (20 ml) was added dropwise and allowed to stir at -78° C. for 10 minutes. To this mixture was added 1-bromo-2-chloroe... Reactants: C(C)OC(CC1CCCCC1)=O (ethyl-2-cyclohexylacetate), CN1CCCN(C1=O)C (DMPU), [Li+].CCC[CH2-] (N-Butyllithium), C(C)(C)NC(C)C (Diisopropylamine), BrCCCl (1-bromo-2-chloroethane). Yields the product C(C)OC(C(CCCl)C1CCCCC1)=O (ethyl-2-cyclohexyl-4-chlorobutanoate). Starting materials: P(=O)(Cl)(Cl)Cl (phosphorus oxychloride), OC1=C(C=2N(C=C1)C(=CN2)C2=CC=CC=C2)C#N (7-Hydroxy-3-phenyl-imidazo[1,2-a]pyridine-8-carbonitrile), O(Cl)Cl.[P+5] (phosphorus(V) oxychloride), C(=O)(O)[O-].[Na+] (NaHCO3). The solvent is CCOCC (Et2O), CCOC(=O)C (EtOAc). Conditions: temperature 120 celsius. The product is ClC1=C(C=2N(C=C1)C(=CN2)C2=CC=CC=C2)C#N (7-Chloro-3-phenyl-imidazo[1,2-a]pyridine-8-carbonitrile). The yield is 33.0%. RXN SMILES: O[C:2]1[CH:7]=[CH:6][N:5]2[C:8]([C:11]3[CH:16]=[CH:15][CH:14]=[CH:13][CH:12]=3)=[CH:9][N:10]=[C:4]2[C:3]=1[C:17]#[N:18].O(Cl)[Cl:20].[P+5].C([O-])(O)=O.[Na+].P(Cl)(Cl)(Cl)=O>CCOCC.CCOC(C)=O>[Cl:20][C:2]1[CH:7]=[CH:6][N:5]2[C:8]([C:11]3[CH:16]=[CH:15][CH:14]=[CH:13][CH:12]=3)=[CH:9][N:10]=[C:4]2[C:3]=1[C:17]#[N:18] |f:1.2,3.4|. Reported procedure: A mixture of compound D5 (2.3 g, 9.77 mmol) and phosphorus(V) oxychloride (50 ml) was heated at 120° C. for 5 h. After cooling to room temperature the solvents were evaporated in vacuo. The residue thus obtained was carefully poured into a mixture of crushed ice and NaHCO3 (aqueous sat. solution). Then EtOAc was added and the mixture was stirred for 2 h. until complete hydrolysis of the remaining phosphorus oxychloride had occurred. The organic layer was then separated, washed with brine, dried ...